This data is from the Open Reaction Database (ORD), a public repository of structured organic reaction records. The task is: describe an organic reaction: reactants, conditions, products, and yield The reactants are CCOCC(O)C(=O)Nc1ccc(C#N)cn1, C1CCOC1, Clc1cccc(-n2ncc3c(Cl)ncnc32)c1Cl, [H-], [Na+]. The product is CCOCC(Oc1ncnc2c1cnn2-c1cccc(Cl)c1Cl)C(=O)Nc1ccc(C#N)cn1. As a reaction SMILES: [C:3](#[N:4])[c:5]1[cH:6][cH:7][c:8]([NH:11][C:12]([CH:13]([CH2:14][O:15][CH2:16][CH3:17])[OH:18])=[O:19])[n:9][cH:10]1.[CH2:38]1[O:39][CH2:40][CH2:41][CH2:42]1.[Cl:20][c:21]1[c:22]2[c:23]([n:24][cH:25][n:26]1)[n:27](-[c:30]1[c:31]([Cl:37])[c:32]([Cl:36])[cH:33][cH:34][cH:35]1)[n:28][cH:29]2.[H-:1].[Na+:2]>>[C:3](#[N:4])[c:5]1[cH:6][cH:7][c:8]([NH:11][C:12]([CH:13]([CH2:14][O:15][CH2:16][CH3:17])[O:18][c:21]2[c:22]3[c:23]([n:24][cH:25][n:26]2)[n:27](-[c:30]2[c:31]([Cl:37])[c:32]([Cl:36])[cH:33][cH:34][cH:35]2)[n:28][cH:29]3)=[O:19])[n:9][cH:10]1. Starting materials: C(C)OC(CC1=CC(=CC(=C1)C(F)(F)F)OC1=C(C=C(C=C1)Br)CBr)=O ([3-(4-bromo-2-bromomethyl-phenoxy)-5-trifluoromethyl-phenyl]-acetic acid ethyl ester), C[C@H]1NC(O[C@H]1C1=CC=CC=C1)=O ((4R,5S)-4-methyl-5-phenyl-2-oxazolidinone). Product: C(C)OC(CC1=CC(=CC(=C1)C(F)(F)F)OC1=C(C=C(C=C1)Br)CN1C(O[C@H]([C@H]1C)C1=CC=CC=C1)=O)=O ({3-[4-Bromo-2-((4R,5S)-4-methyl-2-oxo-5-phenyl-oxazolidin-3-ylmethyl)-phenoxy]-5-trifluoromethyl-phenyl}-acetic acid ethyl ester). Reaction SMILES: [CH2:1]([O:3][C:4](=[O:26])[CH2:5][C:6]1[CH:11]=[C:10]([C:12]([F:15])([F:14])[F:13])[CH:9]=[C:8]([O:16][C:17]2[CH:22]=[CH:21][C:20]([Br:23])=[CH:19][C:18]=2[CH2:24]Br)[CH:7]=1)[CH3:2].[CH3:27][C@@H:28]1[C@H:32]([C:33]2[CH:38]=[CH:37][CH:36]=[CH:35][CH:34]=2)[O:31][C:30](=[O:39])[NH:29]1>>[CH2:1]([O:3][C:4](=[O:26])[CH2:5][C:6]1[CH:11]=[C:10]([C:12]([F:14])([F:15])[F:13])[CH:9]=[C:8]([O:16][C:17]2[CH:22]=[CH:21][C:20]([Br:23])=[CH:19][C:18]=2[CH2:24][N:29]2[C@H:28]([CH3:27])[C@H:32]([C:33]3[CH:38]=[CH:37][CH:36]=[CH:35][CH:34]=3)[O:31][C:30]2=[O:39])[CH:7]=1)[CH3:2]. Procedure details: Prepared according to the procedure described in Example 24, Step 7, using the following starting materials: [3-(4-bromo-2-bromomethyl-phenoxy)-5-trifluoromethyl-phenyl]-acetic acid ethyl ester and (4R,5S)-4-methyl-5-phenyl-2-oxazolidinone.